describe an organic reaction: reactants, conditions, products, and yield From a dataset of the Open Reaction Database (ORD), a public repository of structured organic reaction records. The reactants are CCO, NN, O, O=C1NC(=O)c2c(CCCCN3CCC(c4ccccc4)CC3)cccc21. Product: NCCCCN1CCC(c2ccccc2)CC1. RXN SMILES: [CH3:31][CH2:32][OH:33].[NH2:29][NH2:30].[OH2:28].[c:1]1([CH:7]2[CH2:8][CH2:9][N:10]([CH2:13][CH2:14][CH2:15][CH2:16][c:17]3[cH:18][cH:19][cH:20][c:21]4[c:26]3[C:24](=[O:25])[NH:23][C:22]4=[O:27])[CH2:11][CH2:12]2)[cH:2][cH:3][cH:4][cH:5][cH:6]1>>[c:1]1([CH:7]2[CH2:8][CH2:9][N:10]([CH2:13][CH2:14][CH2:15][CH2:16][NH2:29])[CH2:11][CH2:12]2)[cH:2][cH:3][cH:4][cH:5][cH:6]1. As a reaction SMILES: [BH3:39].[CH3:1][c:2]1[cH:3][cH:4][c:5]([NH:8][C:9]([CH2:10][O:11][c:12]2[cH:13][cH:14][c:15]([O:18][c:19]3[cH:20][cH:21][n:22][c:23]4[cH:24][c:25]([O:31][CH3:32])[c:26]([O:29][CH3:30])[cH:27][c:28]34)[cH:16][cH:17]2)=[O:33])[cH:6][cH:7]1.[ClH:40].[Na+:42].[O:34]1[CH2:35][CH2:36][CH2:37][CH2:38]1.[O:43]1[CH2:44][CH2:45][CH2:46][CH2:47]1.[OH-:41]>>[CH3:1][c:2]1[cH:3][cH:4][c:5]([NH:8][CH2:9][CH2:10][O:11][c:12]2[cH:13][cH:14][c:15]([O:18][c:19]3[cH:20][cH:21][n:22][c:23]4[cH:24][c:25]([O:31][CH3:32])[c:26]([O:29][CH3:30])[cH:27][c:28]34)[cH:16][cH:17]2)[cH:6][cH:7]1. Starting materials: B, COc1cc2nccc(Oc3ccc(OCC(=O)Nc4ccc(C)cc4)cc3)c2cc1OC, Cl, [Na+], C1CCOC1, C1CCOC1, [OH-]. Yields the product COc1cc2nccc(Oc3ccc(OCCNc4ccc(C)cc4)cc3)c2cc1OC. Starting materials: CC(=O)NC(C)(C)c1cccc(Br)n1, Cl, [Na+], [OH-]. Yields the product CC(C)(N)c1cccc(Br)n1. RXN SMILES: [Br:1][c:2]1[cH:3][cH:4][cH:5][c:6]([C:8]([CH3:9])([CH3:10])[NH:11][C:12](=[O:13])[CH3:14])[n:7]1.[ClH:17].[Na+:16].[OH-:15]>>[Br:1][c:2]1[cH:3][cH:4][cH:5][c:6]([C:8]([CH3:9])([CH3:10])[NH2:11])[n:7]1. The reactants are CC(C(C1OC(C(C(C1O)O)O)SC)NC(=O)C1NCC(C1)CCC(CC)(F)F)C (4-(3,3-Difluoro-pentyl)-pyrrolidine-2-carboxylic acid [2-methyl-1-(3,4,5-trihydroxy-6-methylsulfanyl-tetrahydro-pyran-2-yl)-propyl]-amide), C1CO1 (ethylene oxide). The solvent is CO (MeOH). Run at temperature 4 celsius, time 8 hour. Product: CC(C(C1OC(C(C(C1O)O)O)SC)NC(=O)C1N(CC(C1)CCC(CC)(F)F)CCO)C (4-(3,3-Difluoro-pentyl)-1-(2-hydroxy-ethyl)-pyrrolidine-2-carboxylic acid [2-methyl-1-(3,4,5-trihydroxy-6-methylsulfanyl-tetrahydro-pyran-2-yl)-propyl]-amide). The yield is 42.0%. As a reaction SMILES: [CH3:1][CH:2]([CH3:30])[CH:3]([NH:15][C:16]([CH:18]1[CH2:22][CH:21]([CH2:23][CH2:24][C:25]([F:29])([F:28])[CH2:26][CH3:27])[CH2:20][NH:19]1)=[O:17])[CH:4]1[CH:9]([OH:10])[CH:8]([OH:11])[CH:7]([OH:12])[CH:6]([S:13][CH3:14])[O:5]1.[CH2:31]1[O:33][CH2:32]1>CO>[CH3:30][CH:2]([CH3:1])[CH:3]([NH:15][C:16]([CH:18]1[CH2:22][CH:21]([CH2:23][CH2:24][C:25]([F:29])([F:28])[CH2:26][CH3:27])[CH2:20][N:19]1[CH2:31][CH2:32][OH:33])=[O:17])[CH:4]1[CH:9]([OH:10])[CH:8]([OH:11])[CH:7]([OH:12])[CH:6]([S:13][CH3:14])[O:5]1. Reported procedure: To a solution of the title compound of Example 39 (17.9 mg, 0.039 mmol) in MeOH (2 mL) at 0° C. was added ethylene oxide (0.4 mL). The reaction mixture was stirred at 4° C. overnight. The reaction mixture was concentrated and purified by chromatography to give the title compound as a white solid (8.2 mg, 42%). Starting materials: C(C)(=O)OC[C@@H](NC(C(F)(F)F)=O)C(=O)NCC=1SC=CN1 (2-[(O-acetyl-N-trifluoroacetyl-D-seryl)amino]methylthiazole). The solvent is P(=O)(Cl)(Cl)Cl (phosphorus oxychloride). Product: C(C)(=O)OC[C@H](NC(C(F)(F)F)=O)C1=NC=C2SC=CN21 (5-[(R)-2-acetoxy-1-(trifluoroacetyl-amino)ethyl]imidazo[5,1-b]thiazole). The yield is 66.6%. As a reaction SMILES: [C:1]([O:4][CH2:5][C@H:6]([C:14]([NH:16][CH2:17][C:18]1[S:19][CH:20]=[CH:21][N:22]=1)=O)[NH:7][C:8](=[O:13])[C:9]([F:12])([F:11])[F:10])(=[O:3])[CH3:2]>P(Cl)(Cl)(Cl)=O>[C:1]([O:4][CH2:5][C@@H:6]([C:14]1[N:22]2[C:18]([S:19][CH:20]=[CH:21]2)=[CH:17][N:16]=1)[NH:7][C:8](=[O:13])[C:9]([F:12])([F:11])[F:10])(=[O:3])[CH3:2]. Reported procedure: To 0.506 g of the above-obtained 2-[(O-acetyl-N-trifluoroacetyl-D-seryl)amino]methylthiazole was added 10 ml of phosphorus oxychloride. The mixture was refluxed for 5 hours, cooled to room temperature, and then concentrated to dryness under reduced pressure. To the residue was added 50 ml of methylene chloride, and the mixture was thoroughly stirred. To this was added 30 ml of a saturated aqueous solution of sodium hydrogencarbonate with ice-cooling, and the mixture was stirred for an additional...